From a dataset of the Open Reaction Database (ORD), a public repository of structured organic reaction records. describe an organic reaction: reactants, conditions, products, and yield The reactants are CCOC(=O)CBr, CN([SiH](C)C)[Si](C)(C)C, N#CCc1cc(C(F)(F)F)cc(C(F)(F)F)c1, [Na], C1CCOC1. The product is CCOC(=O)CC(C#N)c1cc(C(F)(F)F)cc(C(F)(F)F)c1. Reaction SMILES: [Br:28][CH2:29][C:30](=[O:31])[O:32][CH2:33][CH3:34].[CH3:18][SiH:19]([CH3:20])[N:21]([CH3:22])[Si:23]([CH3:24])([CH3:25])[CH3:26].[F:1][C:2]([c:3]1[cH:4][c:5]([CH2:13][C:14]#[N:15])[cH:6][c:7]([C:9]([F:10])([F:11])[F:12])[cH:8]1)([F:16])[F:17].[Na:27].[O:35]1[CH2:36][CH2:37][CH2:38][CH2:39]1>>[F:1][C:2]([c:3]1[cH:4][c:5]([CH:13]([C:14]#[N:15])[CH2:29][C:30](=[O:31])[O:32][CH2:33][CH3:34])[cH:6][c:7]([C:9]([F:10])([F:11])[F:12])[cH:8]1)([F:16])[F:17]. Solvent: C1CCOC1 (THF), C1CCOC1 (THF). As a reaction SMILES: C([Li])CCC.[O:6]1[CH2:11][CH2:10][N:9]([CH2:12][CH2:13][O:14][C:15]2[CH:20]=[CH:19][C:18](Br)=[CH:17][CH:16]=2)[CH2:8][CH2:7]1.[Cl:22][C:23]1[CH:41]=[CH:40][C:26]([CH:27]=[C:28]2[C:32](=[O:33])[C:31]3[CH:34]=[CH:35][C:36]([O:38][CH3:39])=[CH:37][C:30]=3[O:29]2)=[CH:25][CH:24]=1.[K+].[Br-]>C1COCC1>[Cl:22][C:23]1[CH:24]=[CH:25][C:26]([CH:27]=[C:28]2[O:29][C:30]3[CH:37]=[C:36]([O:38][CH3:39])[CH:35]=[CH:34][C:31]=3[C:32]2([C:18]2[CH:19]=[CH:20][C:15]([O:14][CH2:13][CH2:12][N:9]3[CH2:10][CH2:11][O:6][CH2:7][CH2:8]3)=[CH:16][CH:17]=2)[OH:33])=[CH:40][CH:41]=1 |f:3.4|. Conditions: temperature -78 celsius, time 1 hour. Yields the product ClC1=CC=C(C=C1)C=C1C(C2=C(O1)C=C(C=C2)OC)(O)C2=CC=C(C=C2)OCCN2CCOCC2 (2-(p-Chorophenylmethylene)-3-[p-(2-morpholinoethoxy)phenyl]-6-methoxy-2,3-dihydrobenzo[b]furan-3-ol). Reactants: [K+].[Br-] (KBr), N(CH2CH2)20, ArH, C(CCC)[Li] (n-Butyl lithium), solution, O1CCN(CC1)CCOC1=CC=C(C=C1)Br (4-[2-morpholinoethoxy]phenyl bromide), ClC1=CC=C(C=C2OC3=C(C2=O)C=CC(=C3)OC)C=C1 (2-(p-chlorobenzylidene)-6-methoxy-3(2H)-benzofuranone), N(CH2CH2)2. Procedure: n-Butyl lithium (2.87 mi of a 1.28M solution, 3.68 mmol) was added dropwise to a solution of 4-[2-morpholinoethoxy]phenyl bromide (0.80 ml, 3.68 mmol) in THF (10 ml) at -78° C. under nitrogen atmosphere. After stirring for 1 hour at -78° C., 2-(p-chlorobenzylidene)-6-methoxy-3(2H)-benzofuranone (1.0 g, 3.50 mmol) in THF (5 m was added dropwise to the mixture at -78° C. The reaction mixture was left overnight at room temperature. It was quenched with saturated ammonium chloride, THF was evaporate... Starting materials: FC=1C=C(C(=O)O)C=CC1O (3-fluoro-4-hydroxybenzoic acid), C(C=C)O (allyl alcohol), S(O)(O)(=O)=O (sulfuric acid). Reaction conditions: temperature 100 celsius. Product: FC=1C=C(C(=O)OCC=C)C=CC1O (allyl 3-fluoro-4-hydroxybenzoate). Yield: 55.0%. As a reaction SMILES: [F:1][C:2]1[CH:3]=[C:4]([CH:8]=[CH:9][C:10]=1[OH:11])[C:5]([OH:7])=[O:6].S(=O)(=O)(O)O.[CH2:17](O)[CH:18]=[CH2:19]>>[F:1][C:2]1[CH:3]=[C:4]([CH:8]=[CH:9][C:10]=1[OH:11])[C:5]([O:7][CH2:19][CH:18]=[CH2:17])=[O:6]. Reported procedure: Into a round bottom flask, there are introduced 5.35 g (35 mmoles) of 3-fluoro-4-hydroxybenzoic acid and 50 ml of allyl alcohol. 1.5 ml of concentrated sulfuric acid are added and the mixture is heated to 100° C. for 12 hours. The reaction medium is evaporated to dryness and 200 ml of water are added. The reaction medium is neutralized with sodium bicarbonate and extracted with dichloromethane. The organic phase is decanted, washed with water, dried on magnesium sulfate and evaporated. The resid...